Dataset: the Open Reaction Database (ORD), a public repository of structured organic reaction records. Task: describe an organic reaction: reactants, conditions, products, and yield Reactants: ClC(Cl)Cl, Cc1c(C(=O)O)cc([N+](=O)[O-])cc1[N+](=O)[O-], [N-]=[N+]=[N-], [Na+], O=S(=O)=O, O=S(=O)(O)O. Yields the product Cc1c(N)cc([N+](=O)[O-])cc1[N+](=O)[O-]. Reaction SMILES: [CH:30]([Cl:31])([Cl:32])[Cl:33].[N+:10](=[O:11])([O-:12])[c:13]1[c:14]([CH3:25])[c:15]([C:16]([OH:17])=[O:18])[cH:19][c:20]([N+:22](=[O:23])[O-:24])[cH:21]1.[N-:27]=[N+:28]=[N-:29].[Na+:26].[O:1]=[S:2](=[O:3])=[O:4].[S:5](=[O:6])(=[O:7])([OH:8])[OH:9]>>[N+:10](=[O:11])([O-:12])[c:13]1[c:14]([CH3:25])[c:15]([NH2:27])[cH:19][c:20]([N+:22](=[O:23])[O-:24])[cH:21]1. Reactants: N(=NC(=O)OC(C)(C)C)C(=O)OC(C)(C)C (Di-tert-butyl diazene-1,2-dicarboxylate), O[C@H]1C(OCC1)=O ((R)-3-hydroxydihydrofuran-2(3H)-one), C1(=CC=CC=C1)P(C1=CC=CC=C1)C1=CC=CC=C1 (triphenylphosphine), BrC1=CC(=C(C=C1C)O)F (4-bromo-2-fluoro-5-methylphenol). Run in C1(=CC=CC=C1)C (toluene), C1(=CC=CC=C1)C (Toluene). Conditions: temperature 0 celsius. Product: BrC1=CC(=C(O[C@@H]2C(OCC2)=O)C=C1C)F ((S)-3-(4-bromo-2-fluoro-5-methylphenoxy)dihydrofuran-2(3H)-one). Isolated yield 50.0%. As a reaction SMILES: [OH:1][C@@H:2]1[CH2:6][CH2:5][O:4][C:3]1=[O:7].C1(P(C2C=CC=CC=2)C2C=CC=CC=2)C=CC=CC=1.[Br:27][C:28]1[C:33]([CH3:34])=[CH:32][C:31](O)=[C:30]([F:36])[CH:29]=1.N(C(OC(C)(C)C)=O)=NC(OC(C)(C)C)=O>C1(C)C=CC=CC=1>[Br:27][C:28]1[C:33]([CH3:34])=[CH:32][C:31]([O:1][C@H:2]2[CH2:6][CH2:5][O:4][C:3]2=[O:7])=[C:30]([F:36])[CH:29]=1. Procedure details: (R)-3-hydroxydihydrofuran-2(3H)-one (2.0 g, 20 mmol) was suspended in Toluene (150 mL) and triphenylphosphine (6.2 g, 24 mmol) and 4-bromo-2-fluoro-5-methylphenol (4.8 g, 24 mmol) were added and cooled to 0° C. The solution was degassed with nitrogen bubble for 10 minutes. Di-tert-butyl diazene-1,2-dicarboxylate (5.4 g, 24 mmol) was dissolved in toluene (40 mL) and added to the reaction over 5 minutes. The reaction was allowed to slowly warm to ambient temperature overnight. The toluene was remo... The reactants are resultant solution, C=O (formaldehyde), COC1=C(C=CC=C1)N1CCNCC1 (1-(2-methoxyphenyl)piperazine), Cl (hydrogen chloride), C(C)(=O)C1=CC=CC=2C(C(=C(OC21)C2=CC=CC=C2)C)=O (8-Acetyl-3-methyl-4-oxo-2-phenyl-4H-1-benzopyran). Run in CO (methanol), C(C)OCC (diethyl ether), CO (methanol), CO (methanol), O1CCOCC1 (1,4-dioxane), C(C)OCC (diethyl ether), O1CCOCC1 (1,4-dioxane), CO (methanol). Conditions: time 12 hour. Product: Cl.COC1=C(C=CC=C1)N1CCN(CC1)CCC(=O)C1=CC=CC=2C(C(=C(OC21)C2=CC=CC=C2)C)=O (8-{3-[4-(2-Methoxyphenyl)-1-piperazinyl]-1-oxopropyl}-3-methyl-4-oxo-2-phenyl-4H-1-benzopyran hydrochloride). RXN SMILES: [CH2:1]=O.[CH3:3][O:4][C:5]1[CH:10]=[CH:9][CH:8]=[CH:7][C:6]=1[N:11]1[CH2:16][CH2:15][NH:14][CH2:13][CH2:12]1.[ClH:17].[C:18]([C:21]1[C:30]2[O:29][C:28]([C:31]3[CH:36]=[CH:35][CH:34]=[CH:33][CH:32]=3)=[C:27]([CH3:37])[C:26](=[O:38])[C:25]=2[CH:24]=[CH:23][CH:22]=1)(=[O:20])[CH3:19]>CO.C(OCC)C.O1CCOCC1>[ClH:17].[CH3:3][O:4][C:5]1[CH:10]=[CH:9][CH:8]=[CH:7][C:6]=1[N:11]1[CH2:16][CH2:15][N:14]([CH2:1][CH2:19][C:18]([C:21]2[C:30]3[O:29][C:28]([C:31]4[CH:36]=[CH:35][CH:34]=[CH:33][CH:32]=4)=[C:27]([CH3:37])[C:26](=[O:38])[C:25]=3[CH:24]=[CH:23][CH:22]=2)=[O:20])[CH2:13][CH2:12]1 |f:7.8|. Procedure details: A solution of 10 ml of 37% formaldehyde in 15 ml of methanol was dropped, over a period of 3 minutes at 0° C., into a solution of 5.75 g of 1-(2-methoxyphenyl)piperazine in 10 ml of methanol. After 12 hours at 0° C., the mixture was stripped in vacuo and redissolved in 15 ml of methanol. 20 ml of 3.6N hydrogen chloride in diethyl ether was added at 0° C. After stripping in vacuo, the residue was suspended in 15 ml of 1,4-dioxane. A solution of 8.3 g of Intermediate V in 100 ml of 1,4-dioxane was...